This data is from the Open Reaction Database (ORD), a public repository of structured organic reaction records. The task is: describe an organic reaction: reactants, conditions, products, and yield The reactants are NC1=NC(=C2N=CN(C2=N1)[C@H]1[C@@H](OCC2=CC=CC=C2)[C@H](OCC2=CC=CC=C2)[C@H](O1)COCC1=CC=CC=C1)N (2,6-Diamino-9-(2,3,5-tri-O-benzyl-β-D-arabinofuranosyl)purine), [Na] (sodium), [Cl-].[NH4+] (ammonium chloride), N (ammonia), [Na] (sodium). Product: NC1=NC(=C2N=CN(C2=N1)[C@H]1[C@@H](O)[C@H](O)[C@H](O1)CO)N (2,6-Diamino-9-(β-D-arabinofuranosyl)purine). Reaction SMILES: [NH2:1][C:2]1[N:10]=[C:9]2[C:5]([N:6]=[CH:7][N:8]2[C@@H:11]2[O:31][C@H:30]([CH2:32][O:33]CC3C=CC=CC=3)[C@@H:21]([O:22]CC3C=CC=CC=3)[C@@H:12]2[O:13]CC2C=CC=CC=2)=[C:4]([NH2:41])[N:3]=1.N.[Na].[Cl-].[NH4+]>>[NH2:1][C:2]1[N:10]=[C:9]2[C:5]([N:6]=[CH:7][N:8]2[C@@H:11]2[O:31][C@H:30]([CH2:32][OH:33])[C@@H:21]([OH:22])[C@@H:12]2[OH:13])=[C:4]([NH2:41])[N:3]=1 |f:3.4,^1:42|. Procedure: To 1 g. of the product of example II was added 200 ml. of liquid ammonia. Small pieces of sodium were added until the blue color persisted for several minutes. A total of 350 mg. of sodium was used. The blue color was discharged with a few crystals of ammonium chloride. The ammonia was evaporated under a stream of nitrogen and the residue was triturated with 50 ml. of benzene. The insoluble residue was taken up in a few ml. of water and neutralized with acetic acid. The product (500 mg.), after ...